From a dataset of the Open Reaction Database (ORD), a public repository of structured organic reaction records. describe an organic reaction: reactants, conditions, products, and yield Yields the product C(=C)N(CC(O)CC1=CC=CC=C1)CC1=NC=CC=C1 (N-Vinylbenzyl-N-2-picolyl-N-2-hydroxyethylamine). Reported procedure: To a stirred solution containing 134.6 g (0.6 mole) of the 2-picolylamine substituted monomer of Example 4 in 300 mL of tetrahydrofuran were added dropwise 27.3 g (0.62 mole) of ethylene oxide over a 2 hour period. The reaction mixture was allowed to stir at room temperature for 20 hours and the solvent removed at reduced pressure to give 153.0 g of the hydroxyethylamine substituted monomer. This procedure is repeated, except substituting propylene oxide for the ethylene oxide, to provide the co... Starting materials: C(=C)N(CC1=NC=CC=C1)CC1=CC=CC=C1 (N-vinylbenzyl-N-2-picolylamine), O1CCCC1 (tetrahydrofuran), C1CO1 (ethylene oxide). RXN SMILES: [CH:1]([N:3]([CH2:11][C:12]1[CH:17]=[CH:16][CH:15]=[CH:14][CH:13]=1)[CH2:4][C:5]1[CH:10]=[CH:9][CH:8]=[CH:7][N:6]=1)=[CH2:2].[CH2:18]1O[CH2:19]1.[O:21]1CCCC1>>[CH:1]([N:3]([CH2:4][C:5]1[CH:10]=[CH:9][CH:8]=[CH:7][N:6]=1)[CH2:11][CH:12]([CH2:17][C:16]1[CH:15]=[CH:14][CH:13]=[CH:19][CH:18]=1)[OH:21])=[CH2:2]. Reaction conditions: time 20 hour. Product: N[C@@H]1C(N([C@@H]1C(=CC(=O)OCC)C)CC1=C(C=C(C=C1)OC)OC)=O (ethyl rac-cis-3-amino-1-(2,4-dimethoxybenzyl)-β-methyl-2-oxo-4-azetidineacrylate). Yield: 93.2%. Starting materials: COC1=C(CN2[C@H]([C@H](C2=O)N2C(C=3C(C2=O)=CC=CC3)=O)C(=CC(=O)OCC)C)C=CC(=C1)OC (ethyl rac-cis-1-(2,4-dimethoxybenzyl)-β-methyl-4-oxo-3-phthalimido-2-azetidineacrylate), CNN (N-methylhydrazine). As a reaction SMILES: [CH3:1][O:2][C:3]1[CH:33]=[C:32]([O:34][CH3:35])[CH:31]=[CH:30][C:4]=1[CH2:5][N:6]1[C:9](=[O:10])[C@H:8]([N:11]2C(=O)C3=CC=CC=C3C2=O)[C@@H:7]1[C:22]([CH3:29])=[CH:23][C:24]([O:26][CH2:27][CH3:28])=[O:25].CNN>C(Cl)Cl>[NH2:11][C@H:8]1[C@@H:7]([C:22]([CH3:29])=[CH:23][C:24]([O:26][CH2:27][CH3:28])=[O:25])[N:6]([CH2:5][C:4]2[CH:30]=[CH:31][C:32]([O:34][CH3:35])=[CH:33][C:3]=2[O:2][CH3:1])[C:9]1=[O:10]. Solvent: C(Cl)Cl (methylene chloride). Procedure details: 37.0 g (77.3 mmol) of ethyl rac-cis-1-(2,4-dimethoxybenzyl)-β-methyl-4-oxo-3-phthalimido-2-azetidineacrylate are dissolved in 500 ml of methylene chloride and the solution is treated with 8.2 ml (0.15 mmol) of N-methylhydrazine at 30° C. for 48 hours. The mixture is filtered and the filtrate is evaporated. The residue is taken up in ethyl acetate and filtered. The filtrate is extracted with 200 ml of aqueous hydrochloric acid and the aqueous phase is separated, neutralized with saturated aqueous... The reactants are F[B-](F)(F)F, CCN(C(C)C)C(C)C, c1cncc(C2CCNC2)c1, CN(C)C=O, O=C(O)c1conc1-c1ccccc1, CN(C)C(On1nnc2ccccc21)=[N+](C)C. The product is O=C(c1conc1-c1ccccc1)N1CCC(c2cccnc2)C1. As a reaction SMILES: [B-:12]([F:13])([F:14])([F:15])[F:16].[CH2:34]([N:35]([CH:36]([CH3:37])[CH3:38])[CH:39]([CH3:40])[CH3:41])[CH3:42].[NH:1]1[CH2:2][CH:3]([c:6]2[cH:7][n:8][cH:9][cH:10][cH:11]2)[CH2:4][CH2:5]1.[O:57]=[CH:58][N:59]([CH3:60])[CH3:61].[c:43]1(-[c:49]2[n:50][o:51][cH:52][c:53]2[C:54](=[O:55])[OH:56])[cH:44][cH:45][cH:46][cH:47][cH:48]1.[n:17]1([O:18][C:19]([N:20]([CH3:21])[CH3:22])=[N+:23]([CH3:24])[CH3:25])[c:26]2[cH:27][cH:28][cH:29][cH:30][c:31]2[n:32][n:33]1>>[N:1]1([C:54]([c:53]2[c:49](-[c:43]3[cH:44][cH:45][cH:46][cH:47][cH:48]3)[n:50][o:51][cH:52]2)=[O:55])[CH2:2][CH:3]([c:6]2[cH:7][n:8][cH:9][cH:10][cH:11]2)[CH2:4][CH2:5]1. The reactants are CC(C)(C)OC(=O)N1CCC(O)CC1, COC(=O)c1ccc(C(C)(C)C)cc1O, C1CCOC1, CC(C)OC(=O)N=NC(=O)OC(C)C, c1ccc(P(c2ccccc2)c2ccccc2)cc1. Product: COC(=O)c1ccc(C(C)(C)C)cc1OC1CCN(C(=O)OC(C)(C)C)CC1. Reaction SMILES: [C:16](=[O:17])([O:18][C:19]([CH3:20])([CH3:21])[CH3:22])[N:23]1[CH2:24][CH2:25][CH:26]([OH:29])[CH2:27][CH2:28]1.[C:1]([CH3:2])([CH3:3])([CH3:4])[c:5]1[cH:6][c:7]([OH:15])[c:8]([C:9](=[O:10])[O:11][CH3:12])[cH:13][cH:14]1.[CH2:63]1[O:64][CH2:65][CH2:66][CH2:67]1.[O:49]=[C:50]([O:51][CH:52]([CH3:53])[CH3:54])[N:55]=[N:56][C:57]([O:58][CH:59]([CH3:60])[CH3:61])=[O:62].[c:30]1([P:31]([c:32]2[cH:33][cH:34][cH:35][cH:36][cH:37]2)[c:38]2[cH:39][cH:40][cH:41][cH:42][cH:43]2)[cH:44][cH:45][cH:46][cH:47][cH:48]1>>[C:1]([CH3:2])([CH3:3])([CH3:4])[c:5]1[cH:6][c:7]([O:15][CH:26]2[CH2:25][CH2:24][N:23]([C:16](=[O:17])[O:18][C:19]([CH3:20])([CH3:21])[CH3:22])[CH2:28][CH2:27]2)[c:8]([C:9](=[O:10])[O:11][CH3:12])[cH:13][cH:14]1. Starting materials: CN(C)C1CCCN(C(=O)c2ccc([N+](=O)[O-])cc2)c2ccccc21, CCO. The product is CN(C)C1CCCN(C(=O)c2ccc(N)cc2)c2ccccc21. Reaction SMILES: [CH3:1][N:2]([CH:3]1[CH2:4][CH2:5][CH2:6][N:7]([C:14]([c:15]2[cH:16][cH:17][c:18]([N+:21]([O-:22])=[O:23])[cH:19][cH:20]2)=[O:24])[c:8]2[c:9]1[cH:10][cH:11][cH:12][cH:13]2)[CH3:25].[CH3:26][CH2:27][OH:28]>>[CH3:1][N:2]([CH:3]1[CH2:4][CH2:5][CH2:6][N:7]([C:14]([c:15]2[cH:16][cH:17][c:18]([NH2:21])[cH:19][cH:20]2)=[O:24])[c:8]2[c:9]1[cH:10][cH:11][cH:12][cH:13]2)[CH3:25]. Reactants: O=C(O)c1ccc(C2CC2)c(OCC2CC2)n1, NC(=O)C(N)c1ccc(Cl)cc1. Yields the product NC(=O)C(NC(=O)c1ccc(C2CC2)c(OCC2CC2)n1)c1ccc(Cl)cc1. RXN SMILES: [CH:1]1([c:4]2[cH:5][cH:6][c:7]([C:15](=[O:16])[OH:17])[n:8][c:9]2[O:10][CH2:11][CH:12]2[CH2:13][CH2:14]2)[CH2:2][CH2:3]1.[NH2:18][CH:19]([C:20](=[O:21])[NH2:22])[c:23]1[cH:24][cH:25][c:26]([Cl:29])[cH:27][cH:28]1>>[CH:1]1([c:4]2[cH:5][cH:6][c:7]([C:15](=[O:17])[NH:18][CH:19]([C:20](=[O:21])[NH2:22])[c:23]3[cH:24][cH:25][c:26]([Cl:29])[cH:27][cH:28]3)[n:8][c:9]2[O:10][CH2:11][CH:12]2[CH2:13][CH2:14]2)[CH2:2][CH2:3]1. Starting materials: FC1=CC=C(C=C1)C1=C(N(C(C2=CC=CC=C12)=O)C(C)C)/C=C/C(=O)Cl ((E)-3-[4-(4-fluorophenyl)-2-isopropyl-1-oxo-1,2-dihydroisoquinolin-3-yl]prop-2-enoyl chloride), ( i ). Solvent: C1(=CC=CC=C1)C (toluene). Run at time 5 minute. Yields the product FC1=CC=C(C=C1)C1=C(N(C(C2=CC=CC=C12)=O)C(C)C)/C=C/C=O ((E)-3-[4-(4-fluorophenyl)-2-isopropyl-1-oxo-1,2-dihydroisoquinolin-3-yl]prop-2-enal). As a reaction SMILES: [F:1][C:2]1[CH:7]=[CH:6][C:5]([C:8]2[C:17]3[C:12](=[CH:13][CH:14]=[CH:15][CH:16]=3)[C:11](=[O:18])[N:10]([CH:19]([CH3:21])[CH3:20])[C:9]=2/[CH:22]=[CH:23]/[C:24](Cl)=[O:25])=[CH:4][CH:3]=1>C1(C)C=CC=CC=1>[F:1][C:2]1[CH:3]=[CH:4][C:5]([C:8]2[C:17]3[C:12](=[CH:13][CH:14]=[CH:15][CH:16]=3)[C:11](=[O:18])[N:10]([CH:19]([CH3:20])[CH3:21])[C:9]=2/[CH:22]=[CH:23]/[CH:24]=[O:25])=[CH:6][CH:7]=1. Procedure details: The (E)-3-[4-(4-fluorophenyl)-2-isopropyl-1-oxo-1,2-dihydroisoquinolin-3-yl]prop-2-enoyl chloride, prepared as described in section (i), was dissolved in dry toluene (10 ml). The solution was flushed with nitrogen, and then it was treated with tetrakis(triphenylphosphine)palladium(0) (58 mg). The mixture was then treated with tributyltin hydride (0.27 ml), dropwise, during 5 minutes and the resulting mixture was stirred at room temperature for 90 minutes. The solvent was then evaporated off and ... Starting materials: C(C)(=O)OC(C)=O (Acetic anhydride), NC1=C(COC=2C=3N(C=CC2)C(=C(N3)C)CN(C)C)C=CC=C1 (8-(2-aminobenzyloxy)-3-dimethylaminomethyl-2-methylimidazo[1,2 a]pyridine). Solvent: C(Cl)Cl (methylene chloride). Run at time 5 hour. Product: C(C)(=O)NC1=C(COC=2C=3N(C=CC2)C(=C(N3)C)CN(C)C)C=CC=C1 (8-(2-acetamidobenzyloxy)-3-dimethylaminomethyl-2-methylimidazo[1,2-a]pyridine). Isolated yield 77.5%. RXN SMILES: [C:1](OC(=O)C)(=[O:3])[CH3:2].[NH2:8][C:9]1[CH:30]=[CH:29][CH:28]=[CH:27][C:10]=1[CH2:11][O:12][C:13]1[C:14]2[N:15]([C:19]([CH2:23][N:24]([CH3:26])[CH3:25])=[C:20]([CH3:22])[N:21]=2)[CH:16]=[CH:17][CH:18]=1>C(Cl)Cl>[C:1]([NH:8][C:9]1[CH:30]=[CH:29][CH:28]=[CH:27][C:10]=1[CH2:11][O:12][C:13]1[C:14]2[N:15]([C:19]([CH2:23][N:24]([CH3:26])[CH3:25])=[C:20]([CH3:22])[N:21]=2)[CH:16]=[CH:17][CH:18]=1)(=[O:3])[CH3:2]. Procedure: Acetic anhydride (0.43 g) was added dropwise to a solution of 8-(2-aminobenzyloxy)-3-dimethylaminomethyl-2-methylimidazo[1,2 a]pyridine (1 g) in methylene chloride (13 ml) with ice cooling. After being stirred for 5 hours at room temperature the reaction solution was washed successively with aqueous sodium bicarbonate, water, and brine, dried over magnesium sulfate, and evaporated in vacuo. The residue was purified by column chromatography on silica gel (20 g) with a mixture of methylene chlorid... Reactants: Cc1cc(F)cc([N+](=O)[O-])c1, Cc1ccc(F)c(F)c1F, CC(C)(C#N)N=NC(C)(C)C#N, O=C1CCC(=O)N1Br. Product: O=[N+]([O-])c1cc(F)cc(CBr)c1. As a reaction SMILES: [F:1][c:2]1[cH:3][c:4]([CH3:11])[cH:5][c:6]([N+:8](=[O:9])[O-:10])[cH:7]1.[F:32][c:33]1[cH:34][cH:35][c:36]([CH3:37])[c:38]([F:39])[c:40]1[F:41].[N:20]#[C:21][C:22]([N:23]=[N:24][C:25]([C:26]#[N:27])([CH3:28])[CH3:29])([CH3:30])[CH3:31].[O:12]=[C:13]1[N:14]([Br:19])[C:15](=[O:16])[CH2:17][CH2:18]1>>[F:1][c:2]1[cH:3][c:4]([CH2:11][Br:19])[cH:5][c:6]([N+:8](=[O:9])[O-:10])[cH:7]1. The reactants are C1CCNCC1, C1=CC(=C(C=C1Br)F)C#N. Reagents/catalysts: CC(C)(C)[O-].[Na+], CC(C)C1=CC(=C(C(=C1)C(C)C)C2=CC=CC=C2P(C3CCCCC3)C4CCCCC4)C(C)C, CC(=O)O.CC(=O)O.[Pd]. The solvent is CC1=CC=CC=C1. Reaction conditions: temperature 160 celsius. Product: C1CCN(CC1)C2=CC(=C(C=C2)C#N)F. The yield is 49.4%. Reported procedure: 4-bromo-2-fluorobenzonitrile (119 mg, 0.59 mmol), Piperidine (0.059 mL, 0.59 mmol), Palladium(II) acetate (6.68 mg, 0.03 mmol), dicyclohexyl(2',4',6'-triisopropylbiphenyl-2-yl)phosphine (14.18 mg, 0.03 mmol) and sodium tert-butoxide (57.2 mg, 0.59 mmol) were suspended in toluene (4 mL) and tBuOH (0.800 mL) and heated to 160°C for 10 minutes in the microwave. LCMS indicated incomplete reaction, thus, the reaction mixture was heated to 160°C for a further 20 minutes. Still incomplete reaction howe...